describe an organic reaction: reactants, conditions, products, and yield From a dataset of the Open Reaction Database (ORD), a public repository of structured organic reaction records. Reactants: CN(C(=O)Cc1ccc(F)cc1)C1CNCC1c1ccc(Cl)c(Cl)c1, O=C(O)c1ccc(N2CCOCC2)nn1. Product: CN(C(=O)Cc1ccc(F)cc1)C1CN(C(=O)c2ccc(N3CCOCC3)nn2)CC1c1ccc(Cl)c(Cl)c1. RXN SMILES: [Cl:1][c:2]1[cH:3][c:4]([CH:9]2[CH:10]([N:14]([C:15]([CH2:16][c:17]3[cH:18][cH:19][c:20]([F:23])[cH:21][cH:22]3)=[O:24])[CH3:25])[CH2:11][NH:12][CH2:13]2)[cH:5][cH:6][c:7]1[Cl:8].[O:26]1[CH2:27][CH2:28][N:29]([c:32]2[cH:33][cH:34][c:35]([C:38](=[O:39])[OH:40])[n:36][n:37]2)[CH2:30][CH2:31]1>>[Cl:1][c:2]1[cH:3][c:4]([CH:9]2[CH:10]([N:14]([C:15]([CH2:16][c:17]3[cH:18][cH:19][c:20]([F:23])[cH:21][cH:22]3)=[O:24])[CH3:25])[CH2:11][N:12]([C:38]([c:35]3[cH:34][cH:33][c:32]([N:29]4[CH2:28][CH2:27][O:26][CH2:31][CH2:30]4)[n:37][n:36]3)=[O:39])[CH2:13]2)[cH:5][cH:6][c:7]1[Cl:8]. Starting materials: C[O-], CO, O=c1[nH]c2ccccc2n1CCCN1CCC(n2c(=S)[nH]c3cc(Cl)ccc32)CC1, CI, [Na+]. Reaction SMILES: [CH3:33][O-:34].[CH3:36][OH:37].[Cl:1][c:2]1[cH:3][c:4]2[c:5]([n:6]([CH:10]3[CH2:11][CH2:12][N:13]([CH2:16][CH2:17][CH2:18][n:19]4[c:20](=[O:28])[nH:21][c:22]5[c:23]4[cH:24][cH:25][cH:26][cH:27]5)[CH2:14][CH2:15]3)[c:7](=[S:9])[nH:8]2)[cH:29][cH:30]1.[I:31][CH3:32].[Na+:35]>>[Cl:1][c:2]1[cH:3][c:4]2[c:5]([n:6]([CH:10]3[CH2:11][CH2:12][N:13]([CH2:16][CH2:17][CH2:18][n:19]4[c:20](=[O:28])[nH:21][c:22]5[c:23]4[cH:24][cH:25][cH:26][cH:27]5)[CH2:14][CH2:15]3)[c:7]([S:9][CH3:32])[n:8]2)[cH:29][cH:30]1. The product is CSc1nc2cc(Cl)ccc2n1C1CCN(CCCn2c(=O)[nH]c3ccccc32)CC1. The reactants are C1CCOC1, COc1ccc(COCC2C3COC(=O)C23)cc1, CCOC(C)=O, Cl, Nc1ccc(-n2ccccc2=O)cc1F. Product: COc1ccc(COCC2C(CO)C2C(=O)Nc2ccc(-n3ccccc3=O)cc2F)cc1. Reaction SMILES: [CH2:41]1[O:42][CH2:43][CH2:44][CH2:45]1.[CH3:16][O:17][c:18]1[cH:19][cH:20][c:21]([CH2:22][O:23][CH2:24][CH:25]2[CH:26]3[CH2:27][O:28][C:29](=[O:31])[CH:30]23)[cH:32][cH:33]1.[CH3:35][CH2:36][O:37][C:38]([CH3:39])=[O:40].[ClH:34].[NH2:1][c:2]1[c:3]([F:15])[cH:4][c:5](-[n:8]2[c:9](=[O:14])[cH:10][cH:11][cH:12][cH:13]2)[cH:6][cH:7]1>>[NH:1]([c:2]1[c:3]([F:15])[cH:4][c:5](-[n:8]2[c:9](=[O:14])[cH:10][cH:11][cH:12][cH:13]2)[cH:6][cH:7]1)[C:27]([CH:26]1[CH:25]([CH2:24][O:23][CH2:22][c:21]2[cH:20][cH:19][c:18]([O:17][CH3:16])[cH:33][cH:32]2)[CH:30]1[CH2:29][OH:31])=[O:28]. The reactants are ClC1=C(C(=C(CNC(C(C)(C)C)=O)C=C1)F)N=C=S (N-(4-chloro-2-fluoro-3-isothiocyanato-benzyl)-2,2-dimethyl-propionamide), ClC=1C(=CC(=C(N)C1)NC)N1CCC(CC1)F (5-chloro-2-methylamino-4-(4-fluoropiperidin-1-yl)-aniline), CC(N=C=NC(C)C)C (DIC). The product is FC1=C(CNC(C(C)(C)C)=O)C=CC(=C1NC1=NC2=C(N1C)C=C(C(=C2)Cl)N2CCC(CC2)F)Cl (N-{2-Fluoro-4-chloro-3-[5-chloro-1-methyl-6-(4-fluoro-piperidin-1-yl)-1H-benzimidazol-2-ylamino]-benzyl}-2,2-dimethyl-propionamide). The yield is 49.0%. RXN SMILES: [Cl:1][C:2]1[CH:15]=[CH:14][C:5]([CH2:6][NH:7][C:8](=[O:13])[C:9]([CH3:12])([CH3:11])[CH3:10])=[C:4]([F:16])[C:3]=1[N:17]=[C:18]=S.[Cl:20][C:21]1[C:22]([N:30]2[CH2:35][CH2:34][CH:33]([F:36])[CH2:32][CH2:31]2)=[CH:23][C:24]([NH:28][CH3:29])=[C:25]([CH:27]=1)[NH2:26].CC(C)N=C=NC(C)C>>[F:16][C:4]1[C:3]([NH:17][C:18]2[N:28]([CH3:29])[C:24]3[CH:23]=[C:22]([N:30]4[CH2:31][CH2:32][CH:33]([F:36])[CH2:34][CH2:35]4)[C:21]([Cl:20])=[CH:27][C:25]=3[N:26]=2)=[C:2]([Cl:1])[CH:15]=[CH:14][C:5]=1[CH2:6][NH:7][C:8](=[O:13])[C:9]([CH3:12])([CH3:11])[CH3:10]. Procedure: The title compound is prepared from N-(4-chloro-2-fluoro-3-isothiocyanato-benzyl)-2,2-dimethyl-propionamide and 5-chloro-2-methylamino-4-(4-fluoropiperidin-1-yl)-aniline and DIC in analogy to example 51. The reactants are CC=1NC(=C(C(C1CC(=O)O)C1=CC=CC=C1)CC(=O)O)C (1,4-dihydro-2,6-dimethyl-4-phenyl-3,5-bis(carboxymethyl)pyridine), [N+](=O)(O)[O-] (nitric acid), C([O-])([O-])=O.[K+].[K+] (potassium carbonate). The solvent is O (water). Conditions: time 30 minute. Product: CC1=NC(=C(C(=C1CC(=O)O)C1=CC=CC=C1)CC(=O)O)C (2,6-dimethyl-4-phenyl-3,5-bis(carboxymethyl)pyridine). Yield: 65.5%. Reaction SMILES: [CH3:1][C:2]1[NH:3][C:4]([CH3:22])=[C:5]([CH2:18][C:19]([OH:21])=[O:20])[CH:6]([C:12]2[CH:17]=[CH:16][CH:15]=[CH:14][CH:13]=2)[C:7]=1[CH2:8][C:9]([OH:11])=[O:10].[N+]([O-])(O)=O.C(=O)([O-])[O-].[K+].[K+]>O>[CH3:22][C:4]1[C:5]([CH2:18][C:19]([OH:21])=[O:20])=[C:6]([C:12]2[CH:13]=[CH:14][CH:15]=[CH:16][CH:17]=2)[C:7]([CH2:8][C:9]([OH:11])=[O:10])=[C:2]([CH3:1])[N:3]=1 |f:2.3.4|. Reported procedure: 90.3 g (0.3 mol) of 1,4-dihydro-2,6-dimethyl-4-phenyl-3,5-bis(carboxymethyl)pyridine were added in portions at from 92° to 98° C. to a solution of 375 g of 98% strength nitric acid in 1580 ml of water in the course of 30 minutes. After a further 30 minutes at 95°-98° C., the mixture was cooled to +5° C. and brought to pH 9 with solid potassium carbonate. The mixture was extracted three times with methylene chloride, the combined extracts were concentrated under reduced pressure and the residue w... The reactants are Cl (hydrochloric acid), ClC1=CC=C(C=C1)C1(C(C2=C(C(=C(C=C2C1)O)Cl)Cl)=O)C (2-(4-chlorophenyl)-2-methyl-5-hydroxy-6,7-dichloro-1-indanone), C([O-])([O-])=O.[K+].[K+] (potassium carbonate), C(C)OC(CBr)=O (ethylbromoacetate), [OH-].[Na+] (sodium hydroxide). Solvent: O (water), CN(C=O)C (dimethylformamide), O (water). Conditions: temperature 80 celsius. Product: O.O=C1C(CC2=CC(=C(C(=C12)Cl)Cl)OCC(=O)O)(C)C1=CC=C(C=C1)Cl.O=C1C(CC2=CC(=C(C(=C12)Cl)Cl)OCC(=O)O)(C1=CC=C(C=C1)Cl)C ([1-Oxo-2-(4-chlorophenyl)-2-methyl-6,7-dichloro-5-indanyloxy]acetic acid hemihydrate). As a reaction SMILES: [Cl:1][C:2]1[CH:7]=[CH:6][C:5]([C:8]2([CH3:21])[CH2:16][C:15]3[C:10](=[C:11]([Cl:19])[C:12]([Cl:18])=[C:13]([OH:17])[CH:14]=3)[C:9]2=[O:20])=[CH:4][CH:3]=1.C(=O)([O-])[O-].[K+].[K+].C([O:30][C:31](=[O:34])[CH2:32]Br)C.[OH-].[Na+].Cl>CN(C)C=O.O>[OH2:17].[O:20]=[C:9]1[C:10]2[C:15](=[CH:14][C:13]([O:17][CH2:32][C:31]([OH:34])=[O:30])=[C:12]([Cl:18])[C:11]=2[Cl:19])[CH2:16][C:8]1([C:5]1[CH:6]=[CH:7][C:2]([Cl:1])=[CH:3][CH:4]=1)[CH3:21].[O:20]=[C:9]1[C:10]2[C:15](=[CH:14][C:13]([O:17][CH2:32][C:31]([OH:34])=[O:30])=[C:12]([Cl:18])[C:11]=2[Cl:19])[CH2:16][C:8]1([CH3:21])[C:5]1[CH:6]=[CH:7][C:2]([Cl:1])=[CH:3][CH:4]=1 |f:1.2.3,5.6,10.11.12|. Reported procedure: A stirred mixture of 2-(4-chlorophenyl)-2-methyl-5-hydroxy-6,7-dichloro-1-indanone (2.95 g., 0.00863 mole), potassium carbonate (2.26 g., 0.0163 mole) and ethylbromoacetate (2.72 g., 0.0163 mole) in dimethylformamide (50 ml.) is warmed at 55°-60° C. for 2 hours, then treated with water (50 ml.)-10N sodium hydroxide solution (2.5 ml., 0.025 mole) and heated at 80° C. for one hour. The reaction mixture is added slowly to water (500 ml.)-12N hydrochloric acid (10 ml.) to precipitate 1.37 g. of [1-o... Reactants: Cl.ClC1=CN=C(S1)N (5-chloro-thiazol-2-ylamine hydrochloride), FC=1C=C(CN2C(=CC(=C2)S(=O)(=O)C=2SC=CC2)C(=O)O)C=CC1F (1-(3,4-difluoro-benzyl)-4-(thiophene-2-sulfonyl)-1H-pyrrole-2-carboxylic acid), CN(C=O)C (dimethylformamide), S(=O)(Cl)Cl (thionyl chloride). Solvent: N1=CC=CC=C1 (pyridine), ClC(C)Cl (dichloroethane), O (Water), ClCCl (dichloromethane). Reaction conditions: temperature 80 celsius. Product: ClC1=CN=C(S1)NC(=O)C=1N(C=C(C1)S(=O)(=O)C=1SC=CC1)CC1=CC(=C(C=C1)F)F (1-(3,4-Difluoro-benzyl)-4-(thiophene-2-sulfonyl)-1H-pyrrole-2-carboxylic acid (5-chloro-thiazol-2-yl)-amide). Reaction SMILES: [F:1][C:2]1[CH:3]=[C:4]([CH:22]=[CH:23][C:24]=1[F:25])[CH2:5][N:6]1[CH:10]=[C:9]([S:11]([C:14]2[S:15][CH:16]=[CH:17][CH:18]=2)(=[O:13])=[O:12])[CH:8]=[C:7]1[C:19]([OH:21])=O.CN(C)C=O.S(Cl)(Cl)=O.Cl.[Cl:36][C:37]1[S:41][C:40]([NH2:42])=[N:39][CH:38]=1>ClC(Cl)C.ClCCl.O.N1C=CC=CC=1>[Cl:36][C:37]1[S:41][C:40]([NH:42][C:19]([C:7]2[N:6]([CH2:5][C:4]3[CH:22]=[CH:23][C:24]([F:25])=[C:2]([F:1])[CH:3]=3)[CH:10]=[C:9]([S:11]([C:14]3[S:15][CH:16]=[CH:17][CH:18]=3)(=[O:13])=[O:12])[CH:8]=2)=[O:21])=[N:39][CH:38]=1 |f:3.4|. Procedure: To a solution of 1-(3,4-difluoro-benzyl)-4-(thiophene-2-sulfonyl)-1H-pyrrole-2-carboxylic acid (D1-3) in dichloroethane was added catalytic amount of dimethylformamide and thionyl chloride at 0-5° C. Reaction mixture was heated at 80° C. for 6 hrs and concentrated in inert atmosphere, resulting residue was dissolved in dichloromethane and was added drop wise to mixture of pyridine (1 ml) and 5-chloro-thiazol-2-ylamine hydrochloride at 0° C. The reaction was maintained at 40-50° C. overnight. Wat...